Dataset: the Open Reaction Database (ORD), a public repository of structured organic reaction records. Task: describe an organic reaction: reactants, conditions, products, and yield Reactants: ClC1=NC(=C2NC=NC2=N1)Cl (2,6-dichloropurine), NC1=CC=C(C(=O)OCCCC)C=C1 (butyl 4-aminobenzoate). Solvent: C(CCC)O (butanol). Yields the product ClC1=NC(=C2N=CNC2=N1)NC1=CC=C(C(=O)OCCCC)C=C1 (Butyl 4-[(2-chloro-9H-purin-6-yl)amino]benzoate). The yield is 100.0%. Reaction SMILES: [Cl:1][C:2]1[N:10]=[C:9]2[C:5]([NH:6][CH:7]=[N:8]2)=[C:4](Cl)[N:3]=1.[NH2:12][C:13]1[CH:25]=[CH:24][C:16]([C:17]([O:19][CH2:20][CH2:21][CH2:22][CH3:23])=[O:18])=[CH:15][CH:14]=1>C(O)CCC>[Cl:1][C:2]1[N:10]=[C:9]2[C:5]([N:6]=[CH:7][NH:8]2)=[C:4]([NH:12][C:13]2[CH:14]=[CH:15][C:16]([C:17]([O:19][CH2:20][CH2:21][CH2:22][CH3:23])=[O:18])=[CH:24][CH:25]=2)[N:3]=1. Procedure details: The procedure is carried out as in Example 1, starting with 472.5 mg of 2,6-dichloropurine, 5 ml of butanol and 602.9 mg of butyl 4-aminobenzoate. 864.5 mg of the expected product are thus obtained. The reactants are ClC1=NC=C(C2=C1SC(=N2)C2=C(C=C(C=C2Cl)I)Cl)F (4-chloro-2-(2,6-dichloro-4-iodophenyl)-7-fluorothiazolo[5,4-c]pyridine), C(N)(OC(C)(C)C)=O (tert-butyl carbamate), CC1(C2=C(C(=CC=C2)P(C3=CC=CC=C3)C4=CC=CC=C4)OC5=C(C=CC=C51)P(C6=CC=CC=C6)C7=CC=CC=C7)C (XantPhos), [O-]P(=O)([O-])[O-].[K+].[K+].[K+] (K3PO4). The reagents and catalysts are C=1C=CC(=CC1)/C=C/C(=O)/C=C/C2=CC=CC=C2.C=1C=CC(=CC1)/C=C/C(=O)/C=C/C2=CC=CC=C2.C=1C=CC(=CC1)/C=C/C(=O)/C=C/C2=CC=CC=C2.[Pd].[Pd] (Pd2(dba)3). Run in C1(=CC=CC=C1)C (toluene), O (water). Reaction conditions: temperature 100 celsius. The product is C(C)(C)(C)OC(NC1=CC(=C(C(=C1)Cl)C=1SC=2C(=NC=C(C2N1)F)Cl)Cl)=O ([3,5-Dichloro-4-(4-chloro-7-fluorothiazolo[5,4-c]pyridin-2-yl)phenyl]-carbamic acid tert-butyl ester). The yield is 51.9%. As a reaction SMILES: [Cl:1][C:2]1[C:7]2[S:8][C:9]([C:11]3[C:16]([Cl:17])=[CH:15][C:14](I)=[CH:13][C:12]=3[Cl:19])=[N:10][C:6]=2[C:5]([F:20])=[CH:4][N:3]=1.[C:21](=[O:28])([O:23][C:24]([CH3:27])([CH3:26])[CH3:25])[NH2:22].CC1(C)C2C(=C(P(C3C=CC=CC=3)C3C=CC=CC=3)C=CC=2)OC2C(P(C3C=CC=CC=3)C3C=CC=CC=3)=CC=CC1=2.[O-]P([O-])([O-])=O.[K+].[K+].[K+]>C1(C)C=CC=CC=1.O.C1C=CC(/C=C/C(/C=C/C2C=CC=CC=2)=O)=CC=1.C1C=CC(/C=C/C(/C=C/C2C=CC=CC=2)=O)=CC=1.C1C=CC(/C=C/C(/C=C/C2C=CC=CC=2)=O)=CC=1.[Pd].[Pd]>[C:24]([O:23][C:21](=[O:28])[NH:22][C:14]1[CH:15]=[C:16]([Cl:17])[C:11]([C:9]2[S:8][C:7]3[C:2]([Cl:1])=[N:3][CH:4]=[C:5]([F:20])[C:6]=3[N:10]=2)=[C:12]([Cl:19])[CH:13]=1)([CH3:27])([CH3:26])[CH3:25] |f:3.4.5.6,9.10.11.12.13|. Reported procedure: To 4-chloro-2-(2,6-dichloro-4-iodophenyl)-7-fluorothiazolo[5,4-c]pyridine (579 mg, 1.3 mmol), in toluene (12 mL) and water (2 mL), was added tert-butyl carbamate (221 mg, 1.9 mmol), XantPhos (72.9 g, 0.13 mmol) and K3PO4 (534 mg, 0.34 mmol). The resulting mixture was degassed with argon for 10 minutes, Pd2(dba)3 (57.7 mg, 0.063 mmol) was added and the reaction mixture was heated at 100° C. for 18 hours in a sealed vial. After cooling to room temperature, the reaction mixture was filtered through... Reactants: CCC1Cc2ccc(OC)cc2C1=O, ON=C1CCOc2ccccc21. The product is CCC1Cc2ccc(OC)cc2C1=NO. Reaction SMILES: [CH2:13]([CH3:14])[CH:15]1[C:16](=[O:26])[c:17]2[cH:18][c:19]([O:24][CH3:25])[cH:20][cH:21][c:22]2[CH2:23]1.[O:1]1[c:2]2[c:3]([cH:4][cH:5][cH:6][cH:7]2)[C:8](=[N:11][OH:12])[CH2:9][CH2:10]1>>[N:11]([OH:12])=[C:16]1[CH:15]([CH2:13][CH3:14])[CH2:23][c:22]2[c:17]1[cH:18][c:19]([O:24][CH3:25])[cH:20][cH:21]2.